This data is from the Open Reaction Database (ORD), a public repository of structured organic reaction records. The task is: describe an organic reaction: reactants, conditions, products, and yield Starting materials: O=C(O)C1c2ccccc2Oc2ccccc21, Nc1ccncc1[N+](=O)[O-]. Reagents/catalysts: C1=CC=C(C=C1)P(=O)(C2=CC=CC=C2)OC3=C(C(=C(C(=C3F)F)F)F)F (FDPP), CCN(C(C)C)C(C)C (DIPEA). Solvent: CN(C)C=O (DMF), CN(C)C=O (DMF), CN(C)C=O (DMF), CN(C)C=O (DMF), CN(C)C=O (DMF), CN(C)C=O (DMF). Reaction conditions: temperature 25 celsius, time 2 hour. The product is O=C(Nc1ccncc1[N+](=O)[O-])C1c2ccccc2Oc2ccccc21. Isolated yield 0.3%. Reaction SMILES: Nc1ccncc1[N+](=O)[O-].O=C(O)C1c2ccccc2Oc2ccccc21.C1=CC=C(C=C1)P(=O)(C2=CC=CC=C2)OC3=C(C(=C(C(=C3F)F)F)F)F.CCN(C(C)C)C(C)C.CN(C)C=O>>O=C(Nc1ccncc1[N+](=O)[O-])C1c2ccccc2Oc2ccccc21. Reaction conditions: time 60 minute. Product: Cl.FC(C=1C=CC=2N(N1)C=C(N2)NC(=O)C2CC2)(C2=NN=C1N2C=C(C=C1)C=1C=NN(C1)C)F (N-(6-(Difluoro(6-(1-methyl-1H-pyrazol-4-yl)-[1,2,4]triazolo[4,3-a]pyridin-3-yl)methyl)imidazo[1,2-b]pyridazin-2-yl)cyclopropanecarboxamide hydrochloride), pale-yellow solid. Reaction SMILES: [F:1][C:2]([F:33])([C:18]1[N:22]2[CH:23]=[C:24]([C:27]3[CH:28]=[N:29][N:30]([CH3:32])[CH:31]=3)[CH:25]=[CH:26][C:21]2=[N:20][N:19]=1)[C:3]1[CH:4]=[CH:5][C:6]2[N:7]([CH:9]=[C:10]([NH:12][C:13]([CH:15]3[CH2:17][CH2:16]3)=[O:14])[N:11]=2)[N:8]=1.[ClH:34].CO.Cl.CO>C(Cl)Cl>[ClH:34].[F:33][C:2]([F:1])([C:18]1[N:22]2[CH:23]=[C:24]([C:27]3[CH:28]=[N:29][N:30]([CH3:32])[CH:31]=3)[CH:25]=[CH:26][C:21]2=[N:20][N:19]=1)[C:3]1[CH:4]=[CH:5][C:6]2[N:7]([CH:9]=[C:10]([NH:12][C:13]([CH:15]3[CH2:16][CH2:17]3)=[O:14])[N:11]=2)[N:8]=1 |f:3.4,6.7|. Procedure details: Further, N-(6-(Difluoro(6-(1-methyl-1H-pyrazol-4-yl)-[1,2,4]triazolo[4,3-a]pyridin-3-yl)methyl)imidazo[1,2-b]pyridazin-2-yl)cyclopropanecarboxamide hydrochloride was prepared by suspending crude N-(6-(difluoro(6-(1-methyl-1H-pyrazol-4-yl)-[1,2,4]triazolo[4,3-a]pyridin-3-yl)methyl)imidazo[1,2-b]pyridazin-2-yl)cyclopropanecarboxamide (2.2 g; 4.9 mmol) in 333 ml of DCM. 50 ml of 0.2 M HCl in MeOH (10 mmol) was added. The mixture was stirred vigorously for 60 minutes and Sili-Thiourea (commercially ... The reactants are Sili-Thiourea, FC(C=1C=CC=2N(N1)C=C(N2)NC(=O)C2CC2)(C2=NN=C1N2C=C(C=C1)C=1C=NN(C1)C)F (N-(6-(difluoro(6-(1-methyl-1H-pyrazol-4-yl)-[1,2,4]triazolo[4,3-a]pyridin-3-yl)methyl)imidazo[1,2-b]pyridazin-2-yl)cyclopropanecarboxamide), Cl (HCl), CO (MeOH), Cl.CO (HCl MeOH). Run in C(Cl)Cl (DCM). The reactants are [H-].[Na+] (sodium hydride), oil, ice, O (water), IC (iodomethane), COC=1C=C2C(=C(NC2=CC1)C(=O)OC)SC (methyl 5-methoxy-3-(methylthio)-1H-indole-2-carboxylate). Solvent: CN(C=O)C (N,N-dimethylformamide), CN(C=O)C (N,N-dimethylformamide). Reaction conditions: time 45 minute. Product: COC=1C=C2C(=C(N(C2=CC1)C)C(=O)OC)SC (Methyl 5-methoxy-1-methyl-3-(methylthio)-1H-indole-2-carboxylate). Yield: 87.0%. RXN SMILES: [H-].[Na+].[CH3:3][O:4][C:5]1[CH:6]=[C:7]2[C:11](=[CH:12][CH:13]=1)[NH:10][C:9]([C:14]([O:16][CH3:17])=[O:15])=[C:8]2[S:18][CH3:19].I[CH3:21].O>CN(C)C=O>[CH3:3][O:4][C:5]1[CH:6]=[C:7]2[C:11](=[CH:12][CH:13]=1)[N:10]([CH3:21])[C:9]([C:14]([O:16][CH3:17])=[O:15])=[C:8]2[S:18][CH3:19] |f:0.1|. Reported procedure: A suspension of 60% sodium hydride in mineral oil (0.30 g, 7.5 mmol) in 3.0 mL of N,N-dimethylformamide is cooled in ice while a solution of methyl 5-methoxy-3-(methylthio)-1H-indole-2-carboxylate (1.3 g, 5.2 mmol) in 10 mL of N,N-dimethylformamide is added dropwise. The mixture is stirred for 45 minutes, then iodomethane (0.50 mL, 1.1 g, 8.0 mmol) is added in one portion. After stirring at room temperature for 8 hours, the mixture is added to 100 g of ice and water. The solid is filtered and wa...